The task is: describe an organic reaction: reactants, conditions, products, and yield. This data is from the Open Reaction Database (ORD), a public repository of structured organic reaction records. Starting materials: CS(C)=O, CC(C)(C)OC(=O)Nc1sc(-c2c(F)cccc2F)nc1C(=O)Nc1cnn(C2CCNCC2)c1. Yields the product Nc1sc(-c2c(F)cccc2F)nc1C(=O)Nc1cnn(C2CCNCC2)c1. Reaction SMILES: [CH3:36][S:37]([CH3:38])=[O:39].[F:1][c:2]1[c:3](-[c:9]2[s:10][c:11]([NH:28][C:29](=[O:30])[O:31][C:32]([CH3:33])([CH3:34])[CH3:35])[c:12]([C:14]([NH:15][c:16]3[cH:17][n:18][n:19]([CH:21]4[CH2:22][CH2:23][NH:24][CH2:25][CH2:26]4)[cH:20]3)=[O:27])[n:13]2)[c:4]([F:8])[cH:5][cH:6][cH:7]1>>[F:1][c:2]1[c:3](-[c:9]2[s:10][c:11]([NH2:28])[c:12]([C:14]([NH:15][c:16]3[cH:17][n:18][n:19]([CH:21]4[CH2:22][CH2:23][NH:24][CH2:25][CH2:26]4)[cH:20]3)=[O:27])[n:13]2)[c:4]([F:8])[cH:5][cH:6][cH:7]1.